This data is from the Open Reaction Database (ORD), a public repository of structured organic reaction records. The task is: describe an organic reaction: reactants, conditions, products, and yield Starting materials: CC1=NC=CC(=C1)C#CC=1N=C(NC1)C (2-methyl-4-(2-methyl-1H-imidazol-4-ylethynyl)-pyridine), S(C)(=O)(=O)OCC(F)(F)F (2,2,2-trifluoroethyl mesylate). Reaction SMILES: [CH3:1][C:2]1[CH:7]=[C:6]([C:8]#[C:9][C:10]2[N:11]=[C:12]([CH3:15])[NH:13][CH:14]=2)[CH:5]=[CH:4][N:3]=1.S(O[CH2:21][C:22]([F:25])([F:24])[F:23])(=O)(=O)C>>[CH3:1][C:2]1[CH:7]=[C:6]([C:8]#[C:9][C:10]2[N:11]=[C:12]([CH3:15])[N:13]([CH2:21][C:22]([F:25])([F:24])[F:23])[CH:14]=2)[CH:5]=[CH:4][N:3]=1. The product is CC1=NC=CC(=C1)C#CC=1N=C(N(C1)CC(F)(F)F)C (2-Methyl-4-[2-methyl-1-(2,2,2-trifluoro-ethyl)-1H-imidazol-4-ylethynyl]-pyridine). Reported procedure: The title compound, MS: m/e=280.1 (M+H+), was prepared in accordance with the general method of example 1 from 2-methyl-4-(2-methyl-1H-imidazol-4-ylethynyl)-pyridine and 2,2,2-trifluoroethyl mesylate. Reactants: NC=1C(=NON1)C=1N(C2=C(C(=NC=C2OC[C@@H]2CNCCO2)C#CC(C)(O)C)N1)CC (4-(2-(4-amino-1,2,5-oxadiazol-3-yl)-1-ethyl-7-{[(2S)-2-morpholinylmethyl]oxy}-1H-imidazo[4,5-c]pyridin-4-yl)-2-methyl-3-butyn-2-ol), C(C)(=O)O[BH-](OC(C)=O)OC(C)=O.[Na+] (sodium triacetoxyborohydride), C=O (formaldehyde), C(C)(=O)O (acetic acid). The solvent is CO (methanol). Reaction conditions: time 5 minute. The product is NC=1C(=NON1)C=1N(C2=C(C(=NC=C2OC[C@@H]2CN(CCO2)C)C#CC(C)(O)C)N1)CC (4-[2-(4-amino-1,2,5-oxadiazol-3-yl)-1-ethyl-7-({[(2S)-4-methyl-2-morpholinyl]methyl}oxy)-1H-imidazo[4,5-c]pyridin-4-yl]-2-methyl-3-butyn-2-ol). Isolated yield 75.5%. RXN SMILES: [NH2:1][C:2]1[C:3]([C:7]2[N:8]([CH2:30][CH3:31])[C:9]3[C:14]([O:15][CH2:16][C@H:17]4[O:22][CH2:21][CH2:20][NH:19][CH2:18]4)=[CH:13][N:12]=[C:11]([C:23]#[C:24][C:25]([CH3:28])([OH:27])[CH3:26])[C:10]=3[N:29]=2)=[N:4][O:5][N:6]=1.C=O.[C:34](O)(=O)C.C(O[BH-](OC(=O)C)OC(=O)C)(=O)C.[Na+]>CO>[NH2:1][C:2]1[C:3]([C:7]2[N:8]([CH2:30][CH3:31])[C:9]3[C:14]([O:15][CH2:16][C@H:17]4[O:22][CH2:21][CH2:20][N:19]([CH3:34])[CH2:18]4)=[CH:13][N:12]=[C:11]([C:23]#[C:24][C:25]([CH3:26])([OH:27])[CH3:28])[C:10]=3[N:29]=2)=[N:4][O:5][N:6]=1 |f:3.4|. Procedure: To 4-(2-(4-amino-1,2,5-oxadiazol-3-yl)-1-ethyl-7-{[(2S)-2-morpholinylmethyl]oxy}-1H-imidazo[4,5-c]pyridin-4-yl)-2-methyl-3-butyn-2-ol (0.13 g, 0.30 mmol) suspended in methanol (2 mL) was added formaldehyde (37% in water, 0.045 mL, 0.6 mmol). After 5 min, acetic acid (0.051 mL, 0.9 mmol) was added following by sodium triacetoxyborohydride (0.16 g, 0.75 mmol). After 1 h. the solvent was removed in vacuo and the residue suspended in 1N NaOH and extracted with ethyl acetate/tetrahydrofuran. The comb... Starting materials: C(C)(C)C=1C=C(C=O)C=CC1OC (3-Isopropyl-4-methoxybenzaldehyde), FC=1C=C2CC(NC2=CC1)=O (5-fluoro-2-oxindole). Product: FC=1C=C2C(C(NC2=CC1)=O)=CC1=CC(=C(C=C1)OC)C(C)C (5-fluoro-3-(3-isopropyl-4-methoxybenzylidene)-1,3-dihydroindol-2-one). RXN SMILES: [CH:1]([C:4]1[CH:5]=[C:6]([CH:9]=[CH:10][C:11]=1[O:12][CH3:13])[CH:7]=O)([CH3:3])[CH3:2].[F:14][C:15]1[CH:16]=[C:17]2[C:21](=[CH:22][CH:23]=1)[NH:20][C:19](=[O:24])[CH2:18]2>>[F:14][C:15]1[CH:16]=[C:17]2[C:21](=[CH:22][CH:23]=1)[NH:20][C:19](=[O:24])[C:18]2=[CH:7][C:6]1[CH:9]=[CH:10][C:11]([O:12][CH3:13])=[C:4]([CH:1]([CH3:3])[CH3:2])[CH:5]=1. Reported procedure: 3-Isopropyl-4-methoxybenzaldehyde was condensed with 5-fluoro-2-oxindole to give 0.25 g of 5-fluoro-3-(3-isopropyl-4-methoxybenzylidene)-1,3-dihydroindol-2-one as a yellow-orange solid.